From a dataset of the Open Reaction Database (ORD), a public repository of structured organic reaction records. describe an organic reaction: reactants, conditions, products, and yield Reactants: Br.C(C)(=O)O (hydrogen bromide acetic acid), N1=CC=C(C=C1)NC(C1=CC(=C(C=C1)[C@@H](C)NC(=O)OCC1=CC=CC=C1)[N+](=O)[O-])=O ((R)-N-(4-pyridyl)-4-(1-benzyloxycarbonylaminoethyl)-3-nitrobenzamide). Conditions: time 1 hour. The product is Br.Br.N1=CC=C(C=C1)NC(C1=CC(=C(C=C1)[C@@H](C)N)[N+](=O)[O-])=O ((R)-(-)-N-(4-pyridyl)-4-(1-aminoethyl)-3-nitrobenzamide dihydrobromide). RXN SMILES: [BrH:1].C(O)(=O)C.[N:6]1[CH:11]=[CH:10][C:9]([NH:12][C:13](=[O:36])[C:14]2[CH:19]=[CH:18][C:17]([C@H:20]([NH:22]C(OCC3C=CC=CC=3)=O)[CH3:21])=[C:16]([N+:33]([O-:35])=[O:34])[CH:15]=2)=[CH:8][CH:7]=1>>[BrH:1].[BrH:1].[N:6]1[CH:11]=[CH:10][C:9]([NH:12][C:13](=[O:36])[C:14]2[CH:19]=[CH:18][C:17]([C@H:20]([NH2:22])[CH3:21])=[C:16]([N+:33]([O-:35])=[O:34])[CH:15]=2)=[CH:8][CH:7]=1 |f:0.1,3.4.5|. Procedure details: A 25% hydrogen bromide-acetic acid solution (4 ml) was added to (R)-N-(4-pyridyl)-4-(1-benzyloxycarbonylaminoethyl)-3-nitrobenzamide (400 mg), and the mixture was stirred at room temperature for 1 hour. After the reaction, the reaction mixture was evaporated under reduced pressure. The obtained crystals were washed with ethyl acetate, and recrystallized from methanol to give 153 mg of (R)-(-)-N-(4-pyridyl)-4-(1-aminoethyl)-3-nitrobenzamide dihydrobromide 1/2 hydrate having a melting point of 275... Reaction SMILES: [Br:26][CH2:27][CH2:28][CH2:29][CH2:30][Br:31].[CH2:1]([CH3:2])[O:3][C:4]([CH:5]([CH3:6])[c:7]1[cH:8][cH:9][c:10]([CH2:13][CH:14]([CH3:15])[CH3:16])[cH:11][cH:12]1)=[O:17].[CH2:33]1[O:34][CH2:35][CH2:36][CH2:37]1.[CH3:19][CH:20]([N-:21][CH:22]([CH3:23])[CH3:24])[CH3:25].[Li+:18].[OH2:32]>>[CH2:1]([CH3:2])[O:3][C:4]([C:5]([CH3:6])([c:7]1[cH:8][cH:9][c:10]([CH2:13][CH:14]([CH3:15])[CH3:16])[cH:11][cH:12]1)[CH2:30][CH2:29][CH2:28][CH2:27][Br:26])=[O:17]. The product is CCOC(=O)C(C)(CCCCBr)c1ccc(CC(C)C)cc1. Reactants: BrCCCCBr, CCOC(=O)C(C)c1ccc(CC(C)C)cc1, C1CCOC1, CC(C)[N-]C(C)C, [Li+], O.